Dataset: the Open Reaction Database (ORD), a public repository of structured organic reaction records. Task: describe an organic reaction: reactants, conditions, products, and yield The reactants are CCCc1nc2c(C)cc(-c3cn(CC(N)=O)cn3)cc2n1Cc1ccc(-c2ccccc2C(=O)OC(C)(C)C)cc1, ClCCl, O=C(O)C(F)(F)F. The product is CCCc1nc2c(C)cc(-c3cn(CC(N)=O)cn3)cc2n1Cc1ccc(-c2ccccc2C(=O)O)cc1. RXN SMILES: [CH2:1]([CH2:2][CH3:3])[c:4]1[n:5][c:6]2[c:7]([n:8]1[CH2:9][c:10]1[cH:11][cH:12][c:13](-[c:16]3[c:17]([C:22](=[O:23])[O:24][C:25]([CH3:26])([CH3:27])[CH3:28])[cH:18][cH:19][cH:20][cH:21]3)[cH:14][cH:15]1)[cH:29][c:30](-[c:34]1[n:35][cH:36][n:37]([CH2:39][C:40](=[O:41])[NH2:42])[cH:38]1)[cH:31][c:32]2[CH3:33].[CH2:50]([Cl:51])[Cl:52].[OH:43][C:44]([C:45]([F:46])([F:47])[F:48])=[O:49]>>[CH2:1]([CH2:2][CH3:3])[c:4]1[n:5][c:6]2[c:7]([n:8]1[CH2:9][c:10]1[cH:11][cH:12][c:13](-[c:16]3[c:17]([C:22](=[O:23])[OH:24])[cH:18][cH:19][cH:20][cH:21]3)[cH:14][cH:15]1)[cH:29][c:30](-[c:34]1[n:35][cH:36][n:37]([CH2:39][C:40](=[O:41])[NH2:42])[cH:38]1)[cH:31][c:32]2[CH3:33]. Reactants: C1(=CC=CC=C1)O (phenol), O[C@H](CCNC(OC(C)(C)C)=O)C1=CC(=CC=C1)O ((R)-tert-butyl 3-hydroxy-3-(3-hydroxyphenyl)propylcarbamate), CC1=CC=C(C=C1)S(=O)(=O)OCC1COC2=CC=CC=C2C1 (chroman-3-ylmethyl 4-methylbenzenesulfonate). Yields the product O1CC(CC2=CC=CC=C12)COC=1C=C(C=CC1)[C@@H](CCNC(OC(C)(C)C)=O)O (tert-butyl ((3R)-3-(3-(chroman-3-ylmethoxy)phenyl)-3-hydroxypropyl)carbamate). RXN SMILES: C1(O)C=CC=CC=1.[OH:8][C@@H:9]([C:20]1[CH:25]=[CH:24][CH:23]=[C:22]([OH:26])[CH:21]=1)[CH2:10][CH2:11][NH:12][C:13](=[O:19])[O:14][C:15]([CH3:18])([CH3:17])[CH3:16].CC1C=CC(S(O[CH2:38][CH:39]2[CH2:48][C:47]3[C:42](=[CH:43][CH:44]=[CH:45][CH:46]=3)[O:41][CH2:40]2)(=O)=O)=CC=1>>[O:41]1[C:42]2[C:47](=[CH:46][CH:45]=[CH:44][CH:43]=2)[CH2:48][CH:39]([CH2:38][O:26][C:22]2[CH:21]=[C:20]([C@H:9]([OH:8])[CH2:10][CH2:11][NH:12][C:13](=[O:19])[O:14][C:15]([CH3:18])([CH3:17])[CH3:16])[CH:25]=[CH:24][CH:23]=2)[CH2:40]1. Procedure: Alkylation of phenol (7, Intermediate I) with chroman-3-ylmethyl 4-methylbenzenesulfonate following the method used in Example 12 gave tert-butyl ((3R)-3-(3-(chroman-3-ylmethoxy)phenyl)-3-hydroxypropyl)carbamate as a colorless oil. Yield (71%); 1H NMR (400 MHz, DMSO-d6) δ 7.21 (t, J=7.6 Hz, 1H), 7.10-7.05 (m, 2H), 6.91 (s, 1H), 6.88 (d, J=7.6 Hz, 1H), 6.85-6.83 (m, 1H), 6.81-6.79 (m, 1H), 6.75 (d, J=8.4 Hz, 1H), 5.19 (d, J=4.8 Hz, 1H), 4.53-4.48 (m, 1H), 4.31-4.28 (m, 1H), 3.99-3.91 (m, 2H), 2.9... Starting materials: Cl.Cl.N1C(CCC1)CNC(=O)NC=1N=C2C(=NC1)N(C=C2)COCC[Si](C)(C)C (1-pyrrolidin-2-ylmethyl-3-[5-(2-trimethylsilanyl-ethoxymethyl)-5H-pyrrolo[2,3-b]pyrazin-2-yl]-urea dihydrochloride), CC(CS(=O)(=O)Cl)C (2-methyl-propane-1-sulfonyl chloride). Yields the product CC(CS(=O)(=O)N1C(CCC1)CNC(=O)NC=1N=C2C(=NC1)N(C=C2)COCC[Si](C)(C)C)C (Racemic 1-[1-(2-methyl-propane-1-sulfonyl)-pyrrolidin-2-ylmethyl]-3-[5-(2-trimethylsilanyl-ethoxymethyl)-5H-pyrrolo[2,3-b]pyrazin-2-yl]-urea). RXN SMILES: Cl.Cl.[NH:3]1[CH2:7][CH2:6][CH2:5][CH:4]1[CH2:8][NH:9][C:10]([NH:12][C:13]1[N:14]=[C:15]2[CH:21]=[CH:20][N:19]([CH2:22][O:23][CH2:24][CH2:25][Si:26]([CH3:29])([CH3:28])[CH3:27])[C:16]2=[N:17][CH:18]=1)=[O:11].[CH3:30][CH:31]([CH3:37])[CH2:32][S:33](Cl)(=[O:35])=[O:34]>>[CH3:30][CH:31]([CH3:37])[CH2:32][S:33]([N:3]1[CH2:7][CH2:6][CH2:5][CH:4]1[CH2:8][NH:9][C:10]([NH:12][C:13]1[N:14]=[C:15]2[CH:21]=[CH:20][N:19]([CH2:22][O:23][CH2:24][CH2:25][Si:26]([CH3:29])([CH3:28])[CH3:27])[C:16]2=[N:17][CH:18]=1)=[O:11])(=[O:35])=[O:34] |f:0.1.2|. Procedure: Racemic 1-[1-(2-methyl-propane-1-sulfonyl)-pyrrolidin-2-ylmethyl]-3-[5-(2-trimethylsilanyl-ethoxymethyl)-5H-pyrrolo[2,3-b]pyrazin-2-yl]-urea was prepared in the same manner from 1-pyrrolidin-2-ylmethyl-3-[5-(2-trimethylsilanyl-ethoxymethyl)-5H-pyrrolo[2,3-b]pyrazin-2-yl]-urea dihydrochloride and 2-methyl-propane-1-sulfonyl chloride. Yields the product O=C1N(Cc2ccc(F)cc2)c2ccccc2C12COc1cc3c(cc12)OCO3. Reaction SMILES: [C:22](=[O:23])([O-:24])[O-:25].[CH2:37]([C:38]([CH3:39])=[O:40])[CH3:41].[Cs+:26].[Cs+:27].[F:28][c:29]1[cH:30][cH:31][c:32]([CH2:33][Br:34])[cH:35][cH:36]1.[NH:1]1[C:2](=[O:21])[C:3]2([CH2:4][O:5][c:6]3[c:7]2[cH:8][c:9]2[c:10]([cH:14]3)[O:11][CH2:12][O:13]2)[c:15]2[cH:16][cH:17][cH:18][cH:19][c:20]21>>[N:1]1([CH2:33][c:32]2[cH:31][cH:30][c:29]([F:28])[cH:36][cH:35]2)[C:2](=[O:21])[C:3]2([CH2:4][O:5][c:6]3[c:7]2[cH:8][c:9]2[c:10]([cH:14]3)[O:11][CH2:12][O:13]2)[c:15]2[cH:16][cH:17][cH:18][cH:19][c:20]21. Reactants: O=C([O-])[O-], CCC(C)=O, [Cs+], [Cs+], Fc1ccc(CBr)cc1, O=C1Nc2ccccc2C12COc1cc3c(cc12)OCO3.